Dataset: the Open Reaction Database (ORD), a public repository of structured organic reaction records. Task: describe an organic reaction: reactants, conditions, products, and yield Reactants: ClC=1C=C2C(=C(N(C2=CC1)S(=O)(=O)C1=CC=CC=C1)C(=O)OCC)S(=O)(=O)Cl (ethyl 5-chloro-3-(chlorosulfonyl)-1-(phenylsulfonyl)-1H-indole-2-carboxylate), O1C(CCCC1)CN ((±)-1-tetrahydro-2H-pyran-2-ylmethanamine), BrC=1C=C2C(=C(N(C2=CC1)S(=O)(=O)C1=CC=CC=C1)C(=O)OCC)S(=O)(=O)Cl (ethyl 5-bromo-3-(chlorosulfonyl)-1-(phenylsulfonyl)-1H-indole-2-carboxylate), Cl.CN (methylamine hydrochloride). Yields the product BrC=1C=C2C(=C(NC2=CC1)C(=O)N)S(=O)(=O)NCC1OCCCC1 ((±)-5-Bromo-3-{[(tetrahydro-2H-pyran-2-ylmethyl)amino]sulfonyl}-1H-indole-2-carboxamide). Reaction SMILES: ClC1C=C2C(=CC=1)[N:7](S(C1C=CC=CC=1)(=O)=O)C(C(OCC)=O)=C2S(Cl)(=O)=O.[Br:29][C:30]1[CH:31]=[C:32]2[C:36](=[CH:37][CH:38]=1)[N:35](S(C1C=CC=CC=1)(=O)=O)[C:34]([C:48]([O:50]CC)=O)=[C:33]2[S:53](Cl)(=[O:55])=[O:54].Cl.CN.[O:60]1[CH2:65][CH2:64][CH2:63][CH2:62][CH:61]1[CH2:66][NH2:67]>>[Br:29][C:30]1[CH:31]=[C:32]2[C:36](=[CH:37][CH:38]=1)[NH:35][C:34]([C:48]([NH2:7])=[O:50])=[C:33]2[S:53]([NH:67][CH2:66][CH:61]1[CH2:62][CH2:63][CH2:64][CH2:65][O:60]1)(=[O:54])=[O:55] |f:2.3|. Procedure: Following the procedures described in Steps D and E of Example 1, replacing in Step D ethyl 5-chloro-3-(chlorosulfonyl)-1-(phenylsulfonyl)-1H-indole-2-carboxylate with ethyl 5-bromo-3-(chlorosulfonyl)-1-(phenylsulfonyl)-1H-indole-2-carboxylate, and methylamine hydrochloride with (±)-1-tetrahydro-2H-pyran-2-ylmethanamine, the title compound was obtained. Proton NMR for the product was consistent with the titled compound. ESI+ MS: 415.93 [M+H]+.